From a dataset of the Open Reaction Database (ORD), a public repository of structured organic reaction records. describe an organic reaction: reactants, conditions, products, and yield Reactants: Cl.C1(=CC=CC=C1)P1(CCNCC1)=O (4-Phenyl-1,4-azaphosphinane 4-oxide hydrochloride), BrCCC1=CC=C(C(=O)OC(C)(C)C)C=C1 (tert-butyl 4-(2-bromoethyl)benzoate), C(=O)([O-])[O-].[K+].[K+] (K2CO3). Run in CC#N (MeCN), CCOC(=O)C (EtOAc). The product is O=P1(CCN(CC1)CCC1=CC=C(C(=O)OC(C)(C)C)C=C1)C1=CC=CC=C1 (tert-Butyl 4-[2-(4-oxido-4-phenyl-1,4-azaphosphinan-1-yl)ethyl]benzoate). Reaction SMILES: Cl.[C:2]1([P:8]2(=[O:14])[CH2:13][CH2:12][NH:11][CH2:10][CH2:9]2)[CH:7]=[CH:6][CH:5]=[CH:4][CH:3]=1.Br[CH2:16][CH2:17][C:18]1[CH:30]=[CH:29][C:21]([C:22]([O:24][C:25]([CH3:28])([CH3:27])[CH3:26])=[O:23])=[CH:20][CH:19]=1.C([O-])([O-])=O.[K+].[K+]>CC#N.CCOC(C)=O>[O:14]=[P:8]1([C:2]2[CH:3]=[CH:4][CH:5]=[CH:6][CH:7]=2)[CH2:9][CH2:10][N:11]([CH2:16][CH2:17][C:18]2[CH:30]=[CH:29][C:21]([C:22]([O:24][C:25]([CH3:27])([CH3:26])[CH3:28])=[O:23])=[CH:20][CH:19]=2)[CH2:12][CH2:13]1 |f:0.1,3.4.5|. Procedure: 4-Phenyl-1,4-azaphosphinane 4-oxide hydrochloride (200 mg, 0.863 mmol), tert-butyl 4-(2-bromoethyl)benzoate (246 mg, 0.863 mmol), and K2CO3 (358 mg, 2.59 mmol) were combined in MeCN (10 mL) and stirred at reflux overnight. The reaction was cooled, diluted with EtOAc, washed with water and brine, dried (MgSO4), and evaporated. Flash chromatography (0-10% MeOH/CH2Cl2) afforded the title compound as a colorless solid. 1H NMR (CDCl3, 600 MHz) δ 7.88 (d, J=8.4 Hz, 2H), 7.76-7.71 (m, 2H), 7.54-7.45 (m... Reactants: [N+](=O)([O-])[O-].[Co+2].[N+](=O)([O-])[O-] (cobalt nitrate), C(C1=CC(C(=O)O)=CC=C1)(=O)O (isophthalic acid). The solvent is O (water), O (water). Run at temperature 75 celsius. Yields the product C(C1=CC(C(=O)[O-])=CC=C1)(=O)[O-].[Co+2] (cobalt (II) isophthalate). Yield: 89.7%. Reaction SMILES: [N+]([O-])([O-])=O.[Co+2:5].[N+]([O-])([O-])=O.[C:10]([OH:21])(=[O:20])[C:11]1[CH:19]=[CH:18][CH:17]=[C:13]([C:14]([OH:16])=[O:15])[CH:12]=1>O>[C:10]([O-:21])(=[O:20])[C:11]1[CH:19]=[CH:18][CH:17]=[C:13]([C:14]([O-:16])=[O:15])[CH:12]=1.[Co+2:5] |f:0.1.2,5.6|. Procedure details: 29.1 Grams (0.1 mole) of cobalt nitrate. 6H2O in 200 ml. of water were added to 200 ml. of 1 N sodium hydroxide to precipitate cobalt (II) hydroxide. The precipitate was filtered and washed. 16.6 Grams (0.1 mole) of isophthalic acid and 300 ml. of water were added to the precipitate. The mixture was stirred and heated at 75°C. for 14 hours until all solids dissolved. The solution was evaporated to yield 20.0 grams of cobalt (II) isophthalate which analyzed: C, 39.7%; H, 3.0%; Co, 15.0%. Reported procedure: prepared by reaction of [2-amino-5-(3-fluoro-phenyl)-thiazol-4-yl]-((1S,3S,5S)-3-aminomethyl-2-aza-bicyclo[3.1.0]hex-2-yl)-methanone with 2,2-dimethyl-2,3-dihydro-benzofuran-7-carboxylic acid. LC-MS (basic): tR=0.87 min; [M+H]+=507.2. Starting materials: NC=1SC(=C(N1)C(=O)N1[C@H]2C[C@H]2C[C@H]1CN)C1=CC(=CC=C1)F ([2-amino-5-(3-fluoro-phenyl)-thiazol-4-yl]-((1S,3S,5S)-3-aminomethyl-2-aza-bicyclo[3.1.0]hex-2-yl)-methanone), CC1(OC2=C(C1)C=CC=C2C(=O)O)C (2,2-dimethyl-2,3-dihydro-benzofuran-7-carboxylic acid). Yields the product NC=1SC(=C(N1)C(=O)N1[C@H]2C[C@H]2C[C@H]1CNC(=O)C1=CC=CC=2CC(OC21)(C)C)C2=CC(=CC=C2)F (2,2-dimethyl-2,3-dihydro-benzofuran-7-carboxylic acid {(1S,3S,5S)-2-[2-amino-5-(3-fluoro-phenyl)-thiazole-4-carbonyl]-2-aza-bicyclo[3.1.0]hex-3-ylmethyl}-amide). Reaction SMILES: [NH2:1][C:2]1[S:3][C:4]([C:17]2[CH:22]=[CH:21][CH:20]=[C:19]([F:23])[CH:18]=2)=[C:5]([C:7]([N:9]2[C@H:14]([CH2:15][NH2:16])[CH2:13][C@H:12]3[C@@H:10]2[CH2:11]3)=[O:8])[N:6]=1.[CH3:24][C:25]1([CH3:37])[CH2:29][C:28]2[CH:30]=[CH:31][CH:32]=[C:33]([C:34](O)=[O:35])[C:27]=2[O:26]1>>[NH2:1][C:2]1[S:3][C:4]([C:17]2[CH:22]=[CH:21][CH:20]=[C:19]([F:23])[CH:18]=2)=[C:5]([C:7]([N:9]2[C@H:14]([CH2:15][NH:16][C:34]([C:33]3[C:27]4[O:26][C:25]([CH3:37])([CH3:24])[CH2:29][C:28]=4[CH:30]=[CH:31][CH:32]=3)=[O:35])[CH2:13][C@H:12]3[C@@H:10]2[CH2:11]3)=[O:8])[N:6]=1. The reactants are COC(C1=CC=C(C=C1)C(C(CN1N=CN=C1)(O)C1=C(C=C(C=C1)F)F)=C)=O (4-(2-[2,4-difluorophenyl]-2-hydroxy-1-(1,2,4-triazol-1-yl)-3-buten-3-yl) benzoic acid methyl ester), [OH-].[Na+] (sodium hydroxide). Run in CO (methanol). Product: FC1=C(C=CC(=C1)F)C(CN1N=CN=C1)(C(=C)C1=CC=C(C(=O)O)C=C1)O (4-{2-[2,4-difluorophenyl]-2-hydroxy-1-(1,2,4-triazol-1-yl)-3-buten-3-yl} benzoic acid). Yield: 95.7%. RXN SMILES: C[O:2][C:3](=[O:28])[C:4]1[CH:9]=[CH:8][C:7]([C:10](=[CH2:27])[C:11]([C:19]2[CH:24]=[CH:23][C:22]([F:25])=[CH:21][C:20]=2[F:26])([OH:18])[CH2:12][N:13]2[CH:17]=[N:16][CH:15]=[N:14]2)=[CH:6][CH:5]=1.[OH-].[Na+]>CO>[F:26][C:20]1[CH:21]=[C:22]([F:25])[CH:23]=[CH:24][C:19]=1[C:11]([OH:18])([C:10]([C:7]1[CH:6]=[CH:5][C:4]([C:3]([OH:28])=[O:2])=[CH:9][CH:8]=1)=[CH2:27])[CH2:12][N:13]1[CH:17]=[N:16][CH:15]=[N:14]1 |f:1.2|. Procedure details: A solution of 4-(2-[2,4-difluorophenyl]-2-hydroxy-1-(1,2,4-triazol-1-yl)-3-buten-3-yl) benzoic acid methyl ester (see Preparation 23 part (i)) (3.44 g, 9 mmol) in a mixture of methanol (50 ml) and aqueous sodium hydroxide (2M, 9 ml, 18 mmol) was heated under reflux for 3 hours. The cooled solution was evaporated under reduced pressure and the residue was dissolved in water (30 ml). The aqueous solution was extracted with ethyl acetate (3×30 ml) before acidification with hydrochloric acid (2M). T... Reactants: O=C1CCC(=O)N1Br, COc1ccc(C(C)(C)C#N)cc1, O=C(O)C(F)(F)F. Yields the product COc1ccc(C(C)(C)C#N)cc1Br. RXN SMILES: [Br:14][N:15]1[C:16](=[O:17])[CH2:18][CH2:19][C:20]1=[O:21].[CH3:1][O:2][c:3]1[cH:4][cH:5][c:6]([C:9]([C:10]#[N:11])([CH3:12])[CH3:13])[cH:7][cH:8]1.[F:22][C:23]([F:24])([F:25])[C:26]([OH:27])=[O:28]>>[CH3:1][O:2][c:3]1[c:4]([Br:14])[cH:5][c:6]([C:9]([C:10]#[N:11])([CH3:12])[CH3:13])[cH:7][cH:8]1. Reactants: ClC=1C=C2N=C3C=CC(=CC3=C(C2=CC1)C(C(=O)OCC)C(=O)OCC)OC (diethyl (6-chloro-2-methoxy-9-acridinyl)malonate). Solvent: O (water), Cl (hydrochloric acid). The product is ClC=1C=C2N=C3C=CC(=CC3=C(C2=CC1)C)OC (6-chloro-2-methoxy-9-methylacridine). RXN SMILES: [Cl:1][C:2]1[CH:3]=[C:4]2[C:13](=[CH:14][CH:15]=1)[C:12]([CH:16](C(OCC)=O)C(OCC)=O)=[C:11]1[C:6]([CH:7]=[CH:8][C:9]([O:27][CH3:28])=[CH:10]1)=[N:5]2>O.Cl>[Cl:1][C:2]1[CH:3]=[C:4]2[C:13](=[CH:14][CH:15]=1)[C:12]([CH3:16])=[C:11]1[C:6]([CH:7]=[CH:8][C:9]([O:27][CH3:28])=[CH:10]1)=[N:5]2. Reported procedure: A solution of the compound of Example 19 (a) (2.2 g, 5.5 mmol) in water (5 mL) and concentrated hydrochloric acid was heated to reflux for 4 h and filtered to give the title compound. MS(ES) m/e 258.2 (M+H)+.